This data is from the Open Reaction Database (ORD), a public repository of structured organic reaction records. The task is: describe an organic reaction: reactants, conditions, products, and yield Reactants: OCC1=CC=C(C=C1)CC(=O)O (2-(4-(hydroxymethyl)phenyl)acetic acid), [Si](C)(C)(C)C=[N+]=[N-] (TMS-CHN2). Run in CO (MeOH). Run at time 3 hour. Yields the product OCC1=CC=C(C=C1)CC(=O)OC (methyl 2-(4-(hydroxymethyl)phenyl)acetate). RXN SMILES: [OH:1][CH2:2][C:3]1[CH:8]=[CH:7][C:6]([CH2:9][C:10]([OH:12])=[O:11])=[CH:5][CH:4]=1.[Si](C=[N+]=[N-])(C)(C)[CH3:14]>CO>[OH:1][CH2:2][C:3]1[CH:8]=[CH:7][C:6]([CH2:9][C:10]([O:12][CH3:14])=[O:11])=[CH:5][CH:4]=1. Procedure details: To 2-(4-(hydroxymethyl)phenyl)acetic acid in MeOH at 0° C. was added TMS-CHN2. The solution was stirred for 3 h then quenched with a few drops of AcOH. The solvents were evaporated. Column chromatography (SiO2, 3-15% EtOAc/Hex) gave pure methyl 2-(4-(hydroxymethyl)phenyl)acetate (E132). The reactants are Br, O=C([O-])O, ClC(Cl)Cl, Cl, COc1ccc(C(C)CN)c(F)c1, [Na+]. RXN SMILES: [BrH:20].[C:15](=[O:16])([OH:17])[O-:18].[CH:21]([Cl:22])([Cl:23])[Cl:24].[ClH:1].[NH2:2][CH2:3][CH:4]([CH3:5])[c:6]1[c:7]([F:14])[cH:8][c:9]([O:12][CH3:13])[cH:10][cH:11]1.[Na+:19]>>[BrH:20].[NH2:2][CH2:3][CH:4]([CH3:5])[c:6]1[c:7]([F:14])[cH:8][c:9]([OH:12])[cH:10][cH:11]1. Product: Br, CC(CN)c1ccc(O)cc1F. Reactants: CS(=O)(=O)Cl, ClCCl, Cl, CSc1c(F)cc(CO)cc1F. The product is CSc1c(F)cc(CCl)cc1F. Reaction SMILES: [CH3:13][S:14](=[O:15])(=[O:16])[Cl:17].[Cl:19][CH2:20][Cl:21].[ClH:18].[F:1][c:2]1[cH:3][c:4]([CH2:11][OH:12])[cH:5][c:6]([F:10])[c:7]1[S:8][CH3:9]>>[F:1][c:2]1[cH:3][c:4]([CH2:11][Cl:17])[cH:5][c:6]([F:10])[c:7]1[S:8][CH3:9]. The reactants are CCOCC, ClC(Cl)Cl, O=C(CCl)COc1ccccc1, c1ccc(P(c2ccccc2)c2ccccc2)cc1. The product is O=C(COc1ccccc1)C[P+](c1ccccc1)(c1ccccc1)c1ccccc1, [Cl-]. As a reaction SMILES: [CH3:32][CH2:33][O:34][CH2:35][CH3:36].[CH:37]([Cl:38])([Cl:39])[Cl:40].[Cl:1][CH2:2][C:3](=[O:4])[CH2:5][O:6][c:7]1[cH:8][cH:9][cH:10][cH:11][cH:12]1.[c:13]1([P:19]([c:20]2[cH:21][cH:22][cH:23][cH:24][cH:25]2)[c:26]2[cH:27][cH:28][cH:29][cH:30][cH:31]2)[cH:14][cH:15][cH:16][cH:17][cH:18]1>>[CH2:2]([C:3](=[O:4])[CH2:5][O:6][c:7]1[cH:8][cH:9][cH:10][cH:11][cH:12]1)[P+:19]([c:13]1[cH:14][cH:15][cH:16][cH:17][cH:18]1)([c:20]1[cH:21][cH:22][cH:23][cH:24][cH:25]1)[c:26]1[cH:27][cH:28][cH:29][cH:30][cH:31]1.[Cl-:1]. The reactants are NCC1=CC=C(C(=O)OC)C=C1 (methyl 4-(aminomethyl)benzoate), [N+](=O)([O-])C1=C(C=CC(=C1)[N+](=O)[O-])S(=O)(=O)Cl (2,4-dinitrobenzenesulfonyl chloride), N1=CC=CC=C1 (pyridine), CCN(C(C)C)C(C)C (Hunig's base). The solvent is C(Cl)Cl (DCM). Reaction conditions: time 2 hour. The product is [N+](=O)([O-])C1=C(C=CC(=C1)[N+](=O)[O-])S(=O)(=O)NCC1=CC=C(C(=O)OC)C=C1 (Methyl 4-({[(2,4-dinitrophenyl)sulfonyl]amino}methyl)benzoate). Reaction SMILES: [NH2:1][CH2:2][C:3]1[CH:12]=[CH:11][C:6]([C:7]([O:9][CH3:10])=[O:8])=[CH:5][CH:4]=1.[N+:13]([C:16]1[CH:21]=[C:20]([N+:22]([O-:24])=[O:23])[CH:19]=[CH:18][C:17]=1[S:25](Cl)(=[O:27])=[O:26])([O-:15])=[O:14].N1C=CC=CC=1.CCN(C(C)C)C(C)C>C(Cl)Cl>[N+:13]([C:16]1[CH:21]=[C:20]([N+:22]([O-:24])=[O:23])[CH:19]=[CH:18][C:17]=1[S:25]([NH:1][CH2:2][C:3]1[CH:4]=[CH:5][C:6]([C:7]([O:9][CH3:10])=[O:8])=[CH:11][CH:12]=1)(=[O:27])=[O:26])([O-:15])=[O:14]. Reported procedure: A solution of methyl 4-(aminomethyl)benzoate (1.00 g, 4.96 mmol), 2,4-dinitrobenzenesulfonyl chloride (1.39 g, 5.21 mmol), DCM (16.5 mL) and pyridine (481 uL, 5.95 mmol) was treated with Hunig's base (2.17 mL, 12.4 mmol) and stirred for 2 h. The reaction was concentrated, taken into EtOAc and washed with 2M aq. HCl 2×, water, brine, dried (MgSO4) and concentrated to afford a brown oil used crude in the next reaction. MS: cal'd 396 (MH+), exp 396 (MH+). Reactants: F[B-](F)(F)F, CCC(C)C(CN1CC(O)C1)NC, CCN(C(C)C)C(C)C, ClCCl, O=C(O)c1ccc(F)c(F)c1, CN(C)C(On1nnc2ccccc21)=[N+](C)C. Product: CCC(C)C(CN1CC(O)C1)N(C)C(=O)c1ccc(F)c(F)c1. Reaction SMILES: [B-:21]([F:22])([F:23])([F:24])[F:25].[CH3:43][CH:44]([CH:45]([CH2:46][N:47]1[CH2:48][CH:49]([OH:51])[CH2:50]1)[NH:52][CH3:53])[CH2:54][CH3:55].[CH:1]([N:2]([CH2:3][CH3:4])[CH:5]([CH3:6])[CH3:7])([CH3:8])[CH3:9].[Cl:56][CH2:57][Cl:58].[F:10][c:11]1[cH:12][c:13]([C:14](=[O:15])[OH:16])[cH:17][cH:18][c:19]1[F:20].[n:26]1([O:27][C:28]([N:29]([CH3:30])[CH3:31])=[N+:32]([CH3:33])[CH3:34])[c:35]2[cH:36][cH:37][cH:38][cH:39][c:40]2[n:41][n:42]1>>[F:10][c:11]1[cH:12][c:13]([C:14](=[O:16])[N:52]([CH:45]([CH:44]([CH3:43])[CH2:54][CH3:55])[CH2:46][N:47]2[CH2:48][CH:49]([OH:51])[CH2:50]2)[CH3:53])[cH:17][cH:18][c:19]1[F:20]. The reactants are [Al+3], CCOC(=O)c1cc2c(OC)ccc(OC)c2nc1C, [H-], [H-], [H-], [H-], [Li+], C1CCOC1. The product is COc1ccc(OC)c2nc(C)c(C=O)cc12. RXN SMILES: [Al+3:22].[CH3:1][O:2][c:3]1[c:4]2[cH:5][c:6]([C:16](=[O:17])[O:18][CH2:19][CH3:20])[c:7]([CH3:15])[n:8][c:9]2[c:10]([O:13][CH3:14])[cH:11][cH:12]1.[H-:21].[H-:24].[H-:25].[H-:26].[Li+:23].[O:27]1[CH2:28][CH2:29][CH2:30][CH2:31]1>>[CH3:1][O:2][c:3]1[c:4]2[cH:5][c:6]([CH:16]=[O:17])[c:7]([CH3:15])[n:8][c:9]2[c:10]([O:13][CH3:14])[cH:11][cH:12]1. Reactants: C(C=C)OC(=O)N[C@@H](CC1=CC=CC=C1)C(=O)O (N-(allyloxycarbonyl)phenylalanine), Cl (HCl), C([O-])(O)=O.[Na+] (sodium bicarbonate). Run in CO (CH3OH). Product: COC([C@@H](NC(=O)OCC=C)CC1=CC=CC=C1)=O (N-(allyloxycarbonyl)phenylalanine methyl ester). As a reaction SMILES: [CH2:1]([O:4][C:5]([NH:7][C@H:8]([C:16]([OH:18])=[O:17])[CH2:9][C:10]1[CH:15]=[CH:14][CH:13]=[CH:12][CH:11]=1)=[O:6])[CH:2]=[CH2:3].Cl.[C:20](=O)(O)[O-].[Na+]>CO>[CH3:20][O:17][C:16](=[O:18])[C@H:8]([CH2:9][C:10]1[CH:15]=[CH:14][CH:13]=[CH:12][CH:11]=1)[NH:7][C:5]([O:4][CH2:1][CH:2]=[CH2:3])=[O:6] |f:2.3|. Procedure details: A solution of 0.06 mol of N-(allyloxycarbonyl)phenylalanine, prepared as described by H. Kunz and C. Unverzagt in Angew. Chem. Int. Ed. Engl., 1984, 23, 436-437, and 0.066 mol of HCl in 100 mL of CH3OH is stirred at reflux for 8 hours. The solution is then cooled and treated with 0.066 mol of sodium bicarbonate. The solvent is removed by rotary evaporator, and the residue is dissolved in diethyl ether, filtered, dried over MgSO4, and filtered. The solvent is removed by rotary evaporator to give ... The reactants are C(#N)CP(OCC)(OCC)=O (diethyl cyanomethylphosphonate), [H-].[Na+] (sodium hydride), CC=1SC2=C(N1)C=CC=1CCC(C12)=O (2-methyl-6,7-dihydro-8H-indeno[5,4-d][1,3]thiazol-8-one), C(#N)CP(OCC)(OCC)=O (diethyl cyanomethylphosphonate), [H-].[Na+] (sodium hydride), C(O)([O-])=O.[Na+] (sodium hydrogencarbonate). Run in O1CCCC1 (tetrahydrofuran), O1CCCC1 (tetrahydrofuran). Reaction conditions: time 30 minute. Yields the product CC=1SC2=C(N1)C=CC=1CCC(C12)=CC#N ((2-Methyl-6,7-dihydro-8H-indeno[5,4-d][1,3]thiazol-8-ylidene)acetonitrile). Isolated yield 54.0%. Reaction SMILES: [C:1]([CH2:3]P(=O)(OCC)OCC)#[N:2].[H-].[Na+].[CH3:14][C:15]1[S:16][C:17]2[C:26]3[C:25](=O)[CH2:24][CH2:23][C:22]=3[CH:21]=[CH:20][C:18]=2[N:19]=1.C(=O)([O-])O.[Na+]>O1CCCC1>[CH3:14][C:15]1[S:16][C:17]2[C:26]3[C:25](=[CH:3][C:1]#[N:2])[CH2:24][CH2:23][C:22]=3[CH:21]=[CH:20][C:18]=2[N:19]=1 |f:1.2,4.5|. Procedure details: To a suspension of diethyl cyanomethylphosphonate (393 mg, 2.22 mmol) in tetrahydrofuran (6 mL) was added 65% sodium hydride (66.0 mg, 1.79 mmol) under ice-cooling, and the mixture was stirred at room temperature for 30 min. Thereto was added a solution of 2-methyl-6,7-dihydro-8H-indeno[5,4-d][1,3]thiazol-8-one (300 mg, 1.48 mmol) in tetrahydrofuran (6 mL), and the mixture was stirred at room temperature for 2 hr. To the mixture were added diethyl cyanomethylphosphonate (131 mg, 0.74 mmol) and 6... Reactants: NC1=NNC(=C1)C1=CC=C(C=C1)OC (3-amino-5-(4-methoxyphenyl)pyrazole), NC1=NNC(=C1)C1=CC=C(C=C1)C (3-amino-5-(4-methylphenyl)pyrazole), C(C1=CC=C(C(=O)O)C=C1)(=O)O (terephthalic acid). Yields the product COC1=CC=C(C=C1)C1=CC(=NN1)NC(C1=CC=C(C(=O)NC2=NNC(=C2)C2=CC=C(C=C2)C)C=C1)=O (N-(5-(4-Methoxyphenyl)-1H-pyrazol-3-yl)-N′-(5-(4-methylphenyl)-1H-pyrazol-3-yl)terephthalamide). Reaction SMILES: [NH2:1][C:2]1[CH:6]=[C:5]([C:7]2[CH:12]=[CH:11][C:10]([O:13][CH3:14])=[CH:9][CH:8]=2)[NH:4][N:3]=1.[NH2:15][C:16]1[CH:20]=[C:19]([C:21]2[CH:26]=[CH:25][C:24]([CH3:27])=[CH:23][CH:22]=2)[NH:18][N:17]=1.[C:28](O)(=[O:38])[C:29]1[CH:37]=[CH:36][C:32]([C:33](O)=[O:34])=[CH:31][CH:30]=1>>[CH3:14][O:13][C:10]1[CH:11]=[CH:12][C:7]([C:5]2[NH:4][N:3]=[C:2]([NH:1][C:28](=[O:38])[C:29]3[CH:37]=[CH:36][C:32]([C:33]([NH:15][C:16]4[CH:20]=[C:19]([C:21]5[CH:26]=[CH:25][C:24]([CH3:27])=[CH:23][CH:22]=5)[NH:18][N:17]=4)=[O:34])=[CH:31][CH:30]=3)[CH:6]=2)=[CH:8][CH:9]=1. Procedure details: Compound 471 was prepared from 3-amino-5-(4-methoxyphenyl)pyrazole, 3-amino-5-(4-methylphenyl)pyrazole, and terephthalic acid. [M+H]+ calcd for C28H25N6O3: 493.20; found: 492.92.